Dataset: the Open Reaction Database (ORD), a public repository of structured organic reaction records. Task: describe an organic reaction: reactants, conditions, products, and yield The reactants are CCOC(C)=O, CS(C)=O, CCOC(=O)c1cc(F)c(F)c(C)c1F, [N-]=[N+]=[N-], [Na+], O. Yields the product CCOC(=O)c1cc(F)c(N=[N+]=[N-])c(C)c1F. RXN SMILES: [CH3:20][CH2:21][O:22][C:23](=[O:24])[CH3:25].[CH3:27][S:28](=[O:29])[CH3:30].[F:1][c:2]1[c:3]([C:4](=[O:5])[O:6][CH2:7][CH3:8])[cH:9][c:10]([F:15])[c:11]([F:14])[c:12]1[CH3:13].[N-:17]=[N+:18]=[N-:19].[Na+:16].[OH2:26]>>[F:1][c:2]1[c:3]([C:4](=[O:5])[O:6][CH2:7][CH3:8])[cH:9][c:10]([F:15])[c:11]([N:17]=[N+:18]=[N-:19])[c:12]1[CH3:13].